From a dataset of the Open Reaction Database (ORD), a public repository of structured organic reaction records. describe an organic reaction: reactants, conditions, products, and yield Reactants: CC(C)(C)c1ccc(CBr)cc1, C1CCOC1, CCOCC, [Cl-], [Mg], [NH4+]. The product is [Br-], CC(C)(C)c1ccc(C[Mg+])cc1. As a reaction SMILES: [C:2]([CH3:3])([CH3:4])([CH3:5])[c:6]1[cH:7][cH:8][c:9]([CH2:10][Br:11])[cH:12][cH:13]1.[CH2:21]1[O:22][CH2:23][CH2:24][CH2:25]1.[CH3:16][CH2:17][O:18][CH2:19][CH3:20].[Cl-:14].[Mg:1].[NH4+:15]>>[Br-:11].[Mg+:1][CH2:10][c:9]1[cH:8][cH:7][c:6]([C:2]([CH3:3])([CH3:4])[CH3:5])[cH:13][cH:12]1.